From a dataset of the Open Reaction Database (ORD), a public repository of structured organic reaction records. describe an organic reaction: reactants, conditions, products, and yield Reported procedure: A solution of tert-butyl 7-(piperidin-1-yl)-2,3-di-p-tolyl-7,8-dihydropyrido[2,3-b]pyrazine-5(6H)-carboxylate (step 6) (90 mg, 0.180 mmol) in DCM (1 ml) was treated with TFA (0.501 mL, 6.50 mmol) and stirred at room temperature for 3 hours. The resulting mixture was diluted with DCM (3 ml) and washed with a saturated solution of sodium hydrogen carbonate. The organic portion was passed through a phase separating column and the solvent removed under reduced pressure to afford the titled compound; Conditions: time 3 hour. Reaction SMILES: [N:1]1([CH:7]2[CH2:30][N:29](C(OC(C)(C)C)=O)[C:10]3=[N:11][C:12]([C:22]4[CH:27]=[CH:26][C:25]([CH3:28])=[CH:24][CH:23]=4)=[C:13]([C:15]4[CH:20]=[CH:19][C:18]([CH3:21])=[CH:17][CH:16]=4)[N:14]=[C:9]3[CH2:8]2)[CH2:6][CH2:5][CH2:4][CH2:3][CH2:2]1.C(O)(C(F)(F)F)=O>C(Cl)Cl>[N:1]1([CH:7]2[CH2:30][NH:29][C:10]3=[N:11][C:12]([C:22]4[CH:23]=[CH:24][C:25]([CH3:28])=[CH:26][CH:27]=4)=[C:13]([C:15]4[CH:20]=[CH:19][C:18]([CH3:21])=[CH:17][CH:16]=4)[N:14]=[C:9]3[CH2:8]2)[CH2:6][CH2:5][CH2:4][CH2:3][CH2:2]1. Yields the product N1(CCCCC1)C1CC=2C(=NC(=C(N2)C2=CC=C(C=C2)C)C2=CC=C(C=C2)C)NC1 (7-(Piperidin-1-yl)-2,3-di-p-tolyl-5,6,7,8-tetrahydropyrido[2,3-b]pyrazine). Reactants: N1(CCCCC1)C1CC=2C(=NC(=C(N2)C2=CC=C(C=C2)C)C2=CC=C(C=C2)C)N(C1)C(=O)OC(C)(C)C (tert-Butyl 7-(piperidin-1-yl)-2,3-di-p-tolyl-7,8-dihydropyrido[2,3-b]pyrazine-5(6H)-carboxylate), C(=O)(C(F)(F)F)O (TFA). Solvent: C(Cl)Cl (DCM), C(Cl)Cl (DCM). Reactants: Cl.FC=1C=CC(=C(O[C@@H]2CC[C@H](CC2)NC)C1)[N+](=O)[O-] (trans-[4-(5-fluoro-2-nitrophenoxy)-cyclohexyl]-methyl-amine hydrochloride), CS(=O)(=O)Cl (methanesulfonyl chloride). The product is FC=1C=CC(=C(O[C@@H]2CC[C@H](CC2)N(S(=O)(=O)C)C)C1)[N+](=O)[O-] (trans-N-[4-(5-Fluoro-2-nitro-phenoxy)-cyclohexyl]-N-methylmethanesulfonamide). RXN SMILES: Cl.[F:2][C:3]1[CH:4]=[CH:5][C:6]([N+:18]([O-:20])=[O:19])=[C:7]([CH:17]=1)[O:8][C@H:9]1[CH2:14][CH2:13][C@H:12]([NH:15][CH3:16])[CH2:11][CH2:10]1.[CH3:21][S:22](Cl)(=[O:24])=[O:23]>>[F:2][C:3]1[CH:4]=[CH:5][C:6]([N+:18]([O-:20])=[O:19])=[C:7]([CH:17]=1)[O:8][C@H:9]1[CH2:14][CH2:13][C@H:12]([N:15]([CH3:16])[S:22]([CH3:21])(=[O:24])=[O:23])[CH2:11][CH2:10]1 |f:0.1|. Procedure details: Prepared analogously to example IV.3 from 0.305 g trans-[4-(5-fluoro-2-nitrophenoxy)-cyclohexyl]-methyl-amine hydrochloride and methanesulfonyl chloride.